From a dataset of the Open Reaction Database (ORD), a public repository of structured organic reaction records. describe an organic reaction: reactants, conditions, products, and yield The reactants are COC1=C(C(=O)Cl)C=CC=C1 (2-methoxybenzoyl chloride), C(C=1C(N)=CC=CC1)#N (anthranilonitrile), C(C)(C)(C)OC(=O)N1C[C@@H](CCC1)N ((R)-3-amino-piperidine-1-carboxylic acid tert-butyl ester), 1B, 1D. Yields the product C(C)(C)(C)OC(=O)N1C[C@@H](CCC1)NC1=NC(=NC2=CC=CC=C12)C1=C(C=CC=C1)O ((R)-3-[2-(2-Hydroxy-phenyl)-quinazolin-4-yl-amino]-piperidine-1-carboxylic acid tert-butyl ester). As a reaction SMILES: C[O:2][C:3]1[CH:11]=[CH:10][CH:9]=[CH:8][C:4]=1[C:5](Cl)=O.[C:12](#[N:20])[C:13]1[C:14](=[CH:16][CH:17]=[CH:18][CH:19]=1)[NH2:15].[C:21]([O:25][C:26]([N:28]1[CH2:33][CH2:32][CH2:31][C@@H:30]([NH2:34])[CH2:29]1)=[O:27])([CH3:24])([CH3:23])[CH3:22]>>[C:21]([O:25][C:26]([N:28]1[CH2:33][CH2:32][CH2:31][C@@H:30]([NH:34][C:12]2[C:13]3[C:14](=[CH:16][CH:17]=[CH:18][CH:19]=3)[N:15]=[C:5]([C:4]3[CH:8]=[CH:9][CH:10]=[CH:11][C:3]=3[OH:2])[N:20]=2)[CH2:29]1)=[O:27])([CH3:24])([CH3:22])[CH3:23]. Procedure details: The title compound was prepared from 2-methoxybenzoyl chloride, anthranilonitrile, and (R)-3-amino-piperidine-1-carboxylic acid tert-butyl ester using methods analogous to those described in Synthesis 1, steps 1A, 1B, and 1D. Procedure: The title substance was prepared from 1,3-dimethylxanthine and diethyl 3-bromopropanephosphonate analogously to Example 1. RXN SMILES: [CH3:1][N:2]1[C:11](=[O:12])[C:10]2[NH:9][CH:8]=[N:7][C:6]=2[N:5]([CH3:13])[C:3]1=[O:4].Br[CH2:15][CH2:16][CH2:17][P:18]([O:23][CH2:24][CH3:25])(=[O:22])[O:19][CH2:20][CH3:21]>>[CH3:1][N:2]1[C:11](=[O:12])[C:10]2[N:9]([CH2:15][CH2:16][CH2:17][P:18](=[O:22])([O:23][CH2:24][CH3:25])[O:19][CH2:20][CH3:21])[CH:8]=[N:7][C:6]=2[N:5]([CH3:13])[C:3]1=[O:4]. Product: CN1C(=O)N(C=2N=CN(C2C1=O)CCCP(OCC)(OCC)=O)C (Diethyl [3-(1,3-dimethylxanthin-7-yl)propyl]phosphonate). The reactants are CN1C(=O)N(C=2N=CNC2C1=O)C (1,3-dimethylxanthine), BrCCCP(OCC)(=O)OCC (diethyl 3-bromopropanephosphonate). Starting materials: ClCC1CO1, O=S(=O)(c1ccccc1)n1c2ccccc2c2c(O)cccc21. The product is O=S(=O)(c1ccccc1)n1c2ccccc2c2c(OCC3CO3)cccc21. As a reaction SMILES: [Cl:24][CH2:25][CH:26]1[CH2:27][O:28]1.[c:1]1([S:7](=[O:8])(=[O:9])[n:10]2[c:11]3[cH:12][cH:13][cH:14][cH:15][c:16]3[c:17]3[c:18]([OH:23])[cH:19][cH:20][cH:21][c:22]23)[cH:2][cH:3][cH:4][cH:5][cH:6]1>>[c:1]1([S:7](=[O:8])(=[O:9])[n:10]2[c:11]3[cH:12][cH:13][cH:14][cH:15][c:16]3[c:17]3[c:18]([O:23][CH2:25][CH:26]4[CH2:27][O:28]4)[cH:19][cH:20][cH:21][c:22]23)[cH:2][cH:3][cH:4][cH:5][cH:6]1. The reactants are CC1=CC=C(C=C1)S(=O)(=O)C(C1=C(N(C2=CC=CC=C12)CC)C)C=1N(C=CC1)C (3-[(4-methylphenylsulfonyl)(1-methyl-2-pyrrolyl)methyl]-1-ethyl-2-methyl-1H-indole), [OH-].[Na+] (sodium hydroxide), CN(C=O)C (N,N-dimethylformamide). The product is CN(C)C(C1=C(N(C2=CC=CC=C12)CC)C)C=1N(C=CC1)C (3-[(dimethylamino)(1-methyl-2-pyrrolyl)methyl]-1-ethyl-2-methyl-1H-indole). Reaction SMILES: CC1C=CC(S([CH:11]([C:24]2[N:25]([CH3:29])[CH:26]=[CH:27][CH:28]=2)[C:12]2[C:20]3[C:15](=[CH:16][CH:17]=[CH:18][CH:19]=3)[N:14]([CH2:21][CH3:22])[C:13]=2[CH3:23])(=O)=O)=CC=1.[OH-].[Na+].[CH3:32][N:33](C)[CH:34]=O>>[CH3:32][N:33]([CH:11]([C:24]1[N:25]([CH3:29])[CH:26]=[CH:27][CH:28]=1)[C:12]1[C:20]2[C:15](=[CH:16][CH:17]=[CH:18][CH:19]=2)[N:14]([CH2:21][CH3:22])[C:13]=1[CH3:23])[CH3:34] |f:1.2|. Reported procedure: A mixture containing 1.4 g. of 3-[(4-methylphenylsulfonyl)(1-methyl-2-pyrrolyl)methyl]-1-ethyl-2-methyl-1H-indole, 5 ml. of N,N-dimethylformamide and 30 ml. of 20% aqueous sodium hydroxide was heated 3 hours at 50° C. The reaction mixture was then cooled and diluted with 100 ml. of water and the product extracted with toluene. The toluene extracts were washed with water and evaporated to dryness affording 3-[(dimethylamino)(1-methyl-2-pyrrolyl)methyl]-1-ethyl-2-methyl-1H-indole as a brown gummy ... Yield: 87.8%. Run at temperature 70 celsius. Procedure: Following the same general procedure described on Example 1, a flask was charged with one mol (218 gm) of 3,3,3-trifluoropropyltrimethoxysilane was added to one mol of 2-ethylpiperdinylmagnesium chloride, the salt having been prepared in situ by adding 2-ethylpiperidine (120 g, 1.05 mol) to isopropylmagnesium chloride (1 mol) in 500 ml of tetrahydrofuran. The reaction was mildly exothermic and the temperature rose to 45° C. at the end of the addition time of one hour. The reaction mixture was re... The reactants are FC(CC[Si](OC)(OC)OC)(F)F (3,3,3-trifluoropropyltrimethoxysilane), C(C)C1N(CCCC1)[Mg]Cl (2-ethylpiperdinylmagnesium chloride), C(C)C1NCCCC1 (2-ethylpiperidine), C(C)(C)[Mg]Cl (isopropylmagnesium chloride). Solvent: O1CCCC1 (tetrahydrofuran). The product is FC(CC[Si](OC)(OC)N1C(CCCC1)CC)(F)F (3,3,3-trifluoropropyl(2-ethylpiperidino)dimethoxysilane). As a reaction SMILES: [F:1][C:2]([F:13])([F:12])[CH2:3][CH2:4][Si:5](OC)([O:8][CH3:9])[O:6][CH3:7].[CH2:14]([CH:16]1[CH2:21][CH2:20][CH2:19][CH2:18][N:17]1[Mg]Cl)[CH3:15].C(C1CCCCN1)C.C([Mg]Cl)(C)C>O1CCCC1>[F:1][C:2]([F:13])([F:12])[CH2:3][CH2:4][Si:5]([N:17]1[CH2:18][CH2:19][CH2:20][CH2:21][CH:16]1[CH2:14][CH3:15])([O:8][CH3:9])[O:6][CH3:7]. Starting materials: C1=C(C=CC2=CC=CC=C12)OC([C@@H](NC)CCCNC(=O)OC(C)(C)C)=O (Nδ-Boc-Nα-methylornithinyl 2-naphthyl ether), C(=O)(OC(C)(C)C)N[C@@H](COCC1=CC=CC=C1)C(=O)O (Boc-O-benzylserine). Yields the product C1=C(C=CC2=CC=CC=C12)OC([C@@H](N(C)C([C@@H](NC(=O)OC(C)(C)C)COCC1=CC=CC=C1)=O)CCCNC(=O)OC(C)(C)C)=O (Boc-O-Benzylseryl-Nδ-Boc-Nα-Methylornithinyl 2-Naphthyl Ether). Yield: 96.1%. Reaction SMILES: [CH:1]1[C:10]2[C:5](=[CH:6][CH:7]=[CH:8][CH:9]=2)[CH:4]=[CH:3][C:2]=1[O:11][C:12](=[O:27])[C@H:13]([CH2:16][CH2:17][CH2:18][NH:19][C:20]([O:22][C:23]([CH3:26])([CH3:25])[CH3:24])=[O:21])[NH:14][CH3:15].[C:28]([NH:35][C@H:36]([C:46](O)=[O:47])[CH2:37][O:38][CH2:39][C:40]1[CH:45]=[CH:44][CH:43]=[CH:42][CH:41]=1)([O:30][C:31]([CH3:34])([CH3:33])[CH3:32])=[O:29]>>[CH:1]1[C:10]2[C:5](=[CH:6][CH:7]=[CH:8][CH:9]=2)[CH:4]=[CH:3][C:2]=1[O:11][C:12](=[O:27])[C@H:13]([CH2:16][CH2:17][CH2:18][NH:19][C:20]([O:22][C:23]([CH3:24])([CH3:26])[CH3:25])=[O:21])[N:14]([C:46](=[O:47])[C@H:36]([CH2:37][O:38][CH2:39][C:40]1[CH:45]=[CH:44][CH:43]=[CH:42][CH:41]=1)[NH:35][C:28]([O:30][C:31]([CH3:34])([CH3:32])[CH3:33])=[O:29])[CH3:15]. Reported procedure: Using Procedure D, crude Nδ-Boc-Nα-methylornithinyl 2-naphthyl ether (37 mg) and Boc-O-benzylserine (62 mg) was coupled to afford product (62 mg) as a colorless oil: 1H NMR (400 MHz, CDCl3) δ1.49 (broad s, 21H), 1.77 (m, 1H), 3.08 (s, 3H), 3.17 (s, 2H), 3.64 (m, 2H), 4.05 (dd, J=13.0; 3.8 Hz, 1H), 4.14 (dd, J=13.0; 7.3 Hz, 1H), 4.52 (m, 3H), 4.91 (m, 1H), 7.05 (m, 2H), 7.20 (m, 3H), 7.32 (m, 3H), 7.41 (m, 1H), and 7.69 (m, 3H); mass spectrum (ES+) m/e 636 (M+1). The reactants are CC1=C(C=CC=C1)C(CC)(O)C1=CC=CC=C1 (1-(2-Methylphenyl)-1-phenyl-1-propanol), C(C)(C)O (isopropanol), S(O)(O)(=O)=O (sulphuric acid). Run in O (Water). Yields the product CC1=C(C=CC=C1)C(=CC)C1=CC=CC=C1 (1-(2-methylphenyl)-1-phenyl-1-propene). Isolated yield 91.0%. As a reaction SMILES: [CH3:1][C:2]1[CH:7]=[CH:6][CH:5]=[CH:4][C:3]=1[C:8]([C:12]1[CH:17]=[CH:16][CH:15]=[CH:14][CH:13]=1)(O)[CH2:9][CH3:10].C(O)(C)C.S(=O)(=O)(O)O>O>[CH3:1][C:2]1[CH:7]=[CH:6][CH:5]=[CH:4][C:3]=1[C:8]([C:12]1[CH:17]=[CH:16][CH:15]=[CH:14][CH:13]=1)=[CH:9][CH3:10]. Procedure details: 1-(2-Methylphenyl)-1-phenyl-1-propanol (10.4 g, 46 mmol) was dissolved into isopropanol (100 ml) and a 4 N sulphuric acid solution (50 ml) was added. The reaction mixture was heated at reflux temperature for 18 h and cooled to room temperature. Water (300 ml) was added and the mixture was extracted with dichloromethane (2×200 ml). The combined organic extracts was washed with a diluted sodium bicarbonate solution, dried over sodium sulphate and the solvent evaporated in vacuo to give 9.0 g (91% ...